The task is: describe an organic reaction: reactants, conditions, products, and yield. This data is from the Open Reaction Database (ORD), a public repository of structured organic reaction records. The reactants are BrCC(=O)C1=CC(=C(C=C1)O)OC (2-bromo-4′-hydroxy-3′-methoxyacetophenone), NC1=NC=C(C=C1)I (2-amino-5-iodopyridine). Solvent: C(C)#N (acetonitrile). Reaction conditions: temperature 110 celsius. The product is OC1=C(C=C(C=C1)C=1N=C2N(C=C(C=C2)I)C1)OC (2-(4′-hydroxy-3′-methoxyphenyl)-6-iodoimidazo[1,2-a]pyridine). The yield is 31.4%. RXN SMILES: Br[CH2:2][C:3]([C:5]1[CH:10]=[CH:9][C:8]([OH:11])=[C:7]([O:12][CH3:13])[CH:6]=1)=O.[NH2:14][C:15]1[CH:20]=[CH:19][C:18]([I:21])=[CH:17][N:16]=1>C(#N)C>[OH:11][C:8]1[CH:9]=[CH:10][C:5]([C:3]2[N:14]=[C:15]3[CH:20]=[CH:19][C:18]([I:21])=[CH:17][N:16]3[CH:2]=2)=[CH:6][C:7]=1[O:12][CH3:13]. Procedure: 490 mg (corresponding to 2.00 mmol) of 2-bromo-4′-hydroxy-3′-methoxyacetophenone and 440 mg (corresponding to 2.00 mmol) of 2-amino-5-iodopyridine were dissolved in 15 mL of acetonitrile. The resulting solution was heated under reflux in an oil bath at 110° C. for 2 hours. After the completion of the reaction, the reaction solution was cooled down to room temperature, and precipitates were filtered and recovered. The precipitates were washed with acetonitrile and dried under reduced pressure. Th... Reactants: CC1=CNC=2N=C(NC(C21)=O)S (5-methyl-2-mercapto-7H-pyrrolo[2,3-d]pyrimidin-4(3H)-one), [OH-].[Na+] (sodium hydroxide), ClC1=CC=C(C(=O)C=2C=C(CBr)C=CC2)C=C1 (3-(4-chlorobenzoyl)benzyl bromide). Run in CO (methanol), COCCOC.CN(C)C=O (DME DMF), ice water. Reaction conditions: time 20 hour. The product is ClC1=CC=C(C(=O)C=2C=C(CSC=3NC(C4=C(N3)NC=C4C)=O)C=CC2)C=C1 (2-[3-(4-Chlorobenzoyl)benzyl]thio-5-methyl-7H-pyrrolo[2,3-d]pyrimidin-4(3H)-one). The yield is 63.1%. As a reaction SMILES: [CH3:1][C:2]1[C:10]2[C:9](=[O:11])[NH:8][C:7]([SH:12])=[N:6][C:5]=2[NH:4][CH:3]=1.[OH-].[Na+].[Cl:15][C:16]1[CH:31]=[CH:30][C:19]([C:20]([C:22]2[CH:23]=[C:24]([CH:27]=[CH:28][CH:29]=2)[CH2:25]Br)=[O:21])=[CH:18][CH:17]=1>CO.COCCOC.CN(C=O)C>[Cl:15][C:16]1[CH:17]=[CH:18][C:19]([C:20]([C:22]2[CH:23]=[C:24]([CH:27]=[CH:28][CH:29]=2)[CH2:25][S:12][C:7]2[NH:8][C:9](=[O:11])[C:10]3[C:2]([CH3:1])=[CH:3][NH:4][C:5]=3[N:6]=2)=[O:21])=[CH:30][CH:31]=1 |f:1.2,5.6|. Reported procedure: In methanol (18.7 ml) was suspended 5-methyl-2-mercapto-7H-pyrrolo[2,3-d]pyrimidin-4(3H)-one (1.36 g) followed by addition of 1N-sodium hydroxide (7.88 ml) for dissolution. Then, under ice-cooling, a solution of 3-(4-chlorobenzoyl)benzyl bromide (2.79 g) in DME-DMF (6:5; 22 ml) was added dropwise. The mixture was stirred at room temperature for 20 hours, at the end of which time it was poured in ice-water (200ml). The resulting precipitate was collected by filtration and rinsed with water. Then,... Starting materials: C(CC(=O)OCC)(=O)OCC (diethyl malonate), BrCCCCCCC=C (8-bromo-1-octene), ICCC(C(C(C(F)(F)F)(F)F)(F)F)(F)F (1-iodo-3,3,4,4,5,5,6,6,6-nonafluorohexane), FC(CCC(C(=O)OCC)CCCCCCC=C)(C(C(C(F)(F)F)(F)F)(F)F)F (ethyl 2-(3,3,4,4,5,5,6,6,6-nonafluorohexyl)-9-decenoate), C(C)C1(CSC2=CC(=CC=C2C1CCCCCCCCC(C(=O)O)CCCCCCC(C(F)(F)F)(F)F)O)C1=CC=C(C=C1)O (10-[(3RS,4RS)-3-ethyl-7-hydroxy-3-(4-hydroxyphenyl)thiochroman-4-yl]-2-(7,7,8,8,8-pentafluoro-octyl)decanoic acid). Product: C(C)C1(CSC2=CC(=CC=C2C1CCCCCCCCCC(C(=O)O)CCC(C(C(C(F)(F)F)(F)F)(F)F)(F)F)O)C1=CC=C(C=C1)O (11-[(3RS,4RS)-3-ethyl-7-hydroxy-3-(4-hydroxyphenyl)thiochroman-4-yl]-2-(3,3,4,4,5,5,6,6,6-nonafluorohexyl)undecanoic acid). RXN SMILES: [F:1][C:2]([F:29])([C:19]([F:28])([F:27])[C:20]([F:26])([F:25])[C:21]([F:24])([F:23])[F:22])[CH2:3][CH2:4][CH:5]([CH2:11][CH2:12][CH2:13][CH2:14][CH2:15][CH2:16][CH:17]=[CH2:18])[C:6]([O:8]CC)=[O:7].C(OCC)(=O)CC(OCC)=O.BrCCCCCCC=C.ICCC(F)(F)C(F)(F)C(F)(F)C(F)(F)F.[CH2:66]([C:68]1([C:104]2[CH:109]=[CH:108][C:107]([OH:110])=[CH:106][CH:105]=2)[CH:77]([CH2:78]CCCCCCCC(CCCCCCC(F)(F)C(F)(F)F)C(O)=O)[C:76]2[C:71](=[CH:72][C:73]([OH:103])=[CH:74][CH:75]=2)[S:70][CH2:69]1)[CH3:67]>>[CH2:66]([C:68]1([C:104]2[CH:105]=[CH:106][C:107]([OH:110])=[CH:108][CH:109]=2)[CH:77]([CH2:78][CH2:18][CH2:17][CH2:16][CH2:15][CH2:14][CH2:13][CH2:12][CH2:11][CH:5]([CH2:4][CH2:3][C:2]([F:29])([F:1])[C:19]([F:27])([F:28])[C:20]([F:25])([F:26])[C:21]([F:24])([F:22])[F:23])[C:6]([OH:8])=[O:7])[C:76]2[C:71](=[CH:72][C:73]([OH:103])=[CH:74][CH:75]=2)[S:70][CH2:69]1)[CH3:67]. Procedure details: Starting with the ethyl 2-(3,3,4,4,5,5,6,6,6-nonafluorohexyl)-9-decenoate prepared from diethyl malonate, 8-bromo-1-octene and 1-iodo-3,3,4,4,5,5,6,6,6-nonafluorohexane as in Example 5 and the allyl compound prepared in Example 13, the same procedure as shown in Example 13 was repeated to give 11-[(3RS,4RS)-3-ethyl-7-hydroxy-3-(4-hydroxyphenyl)thiochroman-4-yl]-2-(3,3,4,4,5,5,6,6,6-nonafluorohexyl)undecanoic acid. The reactants are FC1=CC=C(C=C1)C1=NOC(=C1COC=1C=CC(=NC1)C(=O)O)CO (5-[3-(4-fluoro-phenyl)-5-hydroxymethyl-isoxazol-4-ylmethoxy]-pyridine-2-carboxylic acid), Cl.FC1(CCNCC1)F (4,4-difluoropiperidine hydrochloride). Product: FC1(CCN(CC1)C(=O)C1=NC=C(C=C1)OCC=1C(=NOC1CO)C1=CC=C(C=C1)F)F ((4,4-Difluoro-piperidin-1-yl)-{5-[3-(4-fluoro-phenyl)-5-hydroxymethyl-isoxazol-4-ylmethoxy]-pyridin-2-yl}-methanone). The yield is 31.0%. Reaction SMILES: [F:1][C:2]1[CH:7]=[CH:6][C:5]([C:8]2[C:12]([CH2:13][O:14][C:15]3[CH:16]=[CH:17][C:18]([C:21]([OH:23])=O)=[N:19][CH:20]=3)=[C:11]([CH2:24][OH:25])[O:10][N:9]=2)=[CH:4][CH:3]=1.Cl.[F:27][C:28]1([F:34])[CH2:33][CH2:32][NH:31][CH2:30][CH2:29]1>>[F:27][C:28]1([F:34])[CH2:33][CH2:32][N:31]([C:21]([C:18]2[CH:17]=[CH:16][C:15]([O:14][CH2:13][C:12]3[C:8]([C:5]4[CH:6]=[CH:7][C:2]([F:1])=[CH:3][CH:4]=4)=[N:9][O:10][C:11]=3[CH2:24][OH:25])=[CH:20][N:19]=2)=[O:23])[CH2:30][CH2:29]1 |f:1.2|. Reported procedure: As described for example 34b, 5-[3-(4-fluoro-phenyl)-5-hydroxymethyl-isoxazol-4-ylmethoxy]-pyridine-2-carboxylic acid (75 mg, 0.22 mmol) was converted, using 4,4-difluoropiperidine hydrochloride instead of S-(+)-1-amino-2-propanol, to the title compound (45 mg, 31%), which was obtained as a colourless gum. MS: m/e=448.2 [M+H]+. Starting materials: COc1ccc(Br)cc1[N+](=O)[O-], O=C([O-])[O-], CNCC1CCOCC1, c1ccc(-c2ccccc2P(C2CCCCC2)C2CCCCC2)cc1, Cl, [Cs+], [Cs+], CC(=O)[O-], CC(=O)[O-], C1COCCO1, [Pd+2]. Product: COc1ccc(N(C)CC2CCOCC2)cc1[N+](=O)[O-]. Reaction SMILES: [Br:1][c:2]1[cH:3][c:4]([N+:10](=[O:11])[O-:12])[c:5]([O:8][CH3:9])[cH:6][cH:7]1.[C:48](=[O:49])([O-:50])[O-:51].[CH3:14][NH:15][CH2:16][CH:17]1[CH2:18][CH2:19][O:20][CH2:21][CH2:22]1.[CH:23]1([P:24]([CH:25]2[CH2:26][CH2:27][CH2:28][CH2:29][CH2:30]2)[c:31]2[cH:32][cH:33][cH:34][cH:35][c:36]2-[c:37]2[cH:38][cH:39][cH:40][cH:41][cH:42]2)[CH2:43][CH2:44][CH2:45][CH2:46][CH2:47]1.[ClH:13].[Cs+:52].[Cs+:53].[O-:61][C:62]([CH3:63])=[O:64].[O-:65][C:66]([CH3:67])=[O:68].[O:54]1[CH2:55][CH2:56][O:57][CH2:58][CH2:59]1.[Pd+2:60]>>[c:2]1([N:15]([CH3:14])[CH2:16][CH:17]2[CH2:18][CH2:19][O:20][CH2:21][CH2:22]2)[cH:3][c:4]([N+:10](=[O:11])[O-:12])[c:5]([O:8][CH3:9])[cH:6][cH:7]1.